Task: describe an organic reaction: reactants, conditions, products, and yield. Dataset: the Open Reaction Database (ORD), a public repository of structured organic reaction records The reactants are Cl.BrC1=CC=C(C=C1)ON (O-(4-bromophenyl)hydroxylamine hydrochloride), O=C1CCN(CC1)C(=O)OC(C)(C)C (tert-butyl 4-oxopiperidine-1-carboxylate), C([O-])([O-])=O.[K+].[K+] (potassium carbonate), C(=O)(OC(C)(C)C)OC(=O)OC(C)(C)C (di-tert-butyl dicarbonate). Solvent: C(C)(=O)O (acetic acid), S(O)(O)(=O)=O (sulfuric acid), O (water), O (water). Conditions: temperature 0 celsius, time 2 hour. Product: BrC=1C=CC2=C(C1)C=1CN(CCC1O2)C(=O)OC(C)(C)C (tert-butyl 8-bromo-3,4-dihydrobenzofuro[3,2-c]pyridine-2(1H)-carboxylate). Yield: 40.5%. As a reaction SMILES: Cl.[Br:2][C:3]1[CH:8]=[CH:7][C:6]([O:9]N)=[CH:5][CH:4]=1.O=[C:12]1[CH2:17][CH2:16][N:15]([C:18]([O:20][C:21]([CH3:24])([CH3:23])[CH3:22])=[O:19])[CH2:14][CH2:13]1.C(=O)([O-])[O-].[K+].[K+].C(OC(OC(C)(C)C)=O)(OC(C)(C)C)=O>C(O)(=O)C.S(=O)(=O)(O)O.O>[Br:2][C:3]1[CH:8]=[CH:7][C:6]2[O:9][C:12]3[CH2:17][CH2:16][N:15]([C:18]([O:20][C:21]([CH3:24])([CH3:23])[CH3:22])=[O:19])[CH2:14][C:13]=3[C:5]=2[CH:4]=1 |f:0.1,3.4.5|. Reported procedure: The product of step A (13.7 g, 61.02 mmol) and tert-butyl 4-oxopiperidine-1-carboxylate (13.37 g, 67.12 mmol) in acetic acid (36 mL) and concentrated sulfuric acid (4 mL) were heated to 110° C. for 2 h. After concentrating in vacuo the reaction mixture was diluted with dichloromethane (100 mL) and water (200 mL), basified with saturated aqueous potassium carbonate solution at 0° C. and extracted with dichloromethane. The organic extracts were dried over sodium sulfate, filtered and concentrated ... Reactants: [H-].[H-].[H-].[H-].[Li+].[Al+3] (LiAlH4), C(C)(=O)NC1=CC=C(C=C1)N(C)C (N-acetyl-N′,N′-dimethyl-1,4-phenylenediamine). The solvent is C1CCOC1 (THF). Product: CN(C1=CC=C(C=C1)NCC)C (N,N-dimethyl-N′-ethyl-1,4-phenylenediamine). As a reaction SMILES: [H-].[H-].[H-].[H-].[Li+].[Al+3].[C:7]([NH:10][C:11]1[CH:16]=[CH:15][C:14]([N:17]([CH3:19])[CH3:18])=[CH:13][CH:12]=1)(=O)[CH3:8]>C1COCC1>[CH3:18][N:17]([CH3:19])[C:14]1[CH:15]=[CH:16][C:11]([NH:10][CH2:7][CH3:8])=[CH:12][CH:13]=1 |f:0.1.2.3.4.5|. Procedure details: A mixture of LiAlH4 (2.87 g, 71.8 mmol) and N-acetyl-N′,N′-dimethyl-1,4-phenylenediamine (from above) (12.8 g, 17.8 mol) was placed in a soxlet tube and placed in a soxlet extractor with anhydrous THF (200 mL). The mixture extracted with refluxing THF for 50 hrs. The solution was cooled to room temperature and then added wet THF at 0° C. The resultant suspension was filtered and the filtrate was evaporated under high vacuum to obtain a dark oil. The filter cake was extracted with CHCl3 (2×50 mL)...